This data is from the Open Reaction Database (ORD), a public repository of structured organic reaction records. The task is: describe an organic reaction: reactants, conditions, products, and yield The reactants are C(C)(=O)OC=1C=C(C(=O)O)C=C(C1OC)F (3-Acetoxy-5-fluoro-4-methoxy-benzoic acid), Cl.COC(=O)C1(CC2=CC=CC=C2C1)N (2-amino-indane-2-carboxylic acid methyl ester hydrochloride), C([O-])([O-])=O.[K+].[K+] (potassium carbonate). The solvent is CO (methanol). Conditions: time 30 minute. The product is COC(=O)C1(CC2=CC=CC=C2C1)NC(C1=CC(=C(C(=C1)O)OC)F)=O (2-(3-Fluoro-5-hydroxy-4-methoxy-benzoylamino)-indane-2-carboxylic acid methyl ester). RXN SMILES: C([O:4][C:5]1[CH:6]=[C:7]([CH:11]=[C:12]([F:16])[C:13]=1[O:14][CH3:15])[C:8]([OH:10])=O)(=O)C.Cl.[CH3:18][O:19][C:20]([C:22]1([NH2:31])[CH2:30][C:29]2[C:24](=[CH:25][CH:26]=[CH:27][CH:28]=2)[CH2:23]1)=[O:21].C(=O)([O-])[O-].[K+].[K+]>CO>[CH3:18][O:19][C:20]([C:22]1([NH:31][C:8](=[O:10])[C:7]2[CH:6]=[C:5]([OH:4])[C:13]([O:14][CH3:15])=[C:12]([F:16])[CH:11]=2)[CH2:30][C:29]2[C:24](=[CH:25][CH:26]=[CH:27][CH:28]=2)[CH2:23]1)=[O:21] |f:1.2,3.4.5|. Procedure details: The compound of step 3 (120 mg, 0.526 mmol) was reacted with 2-amino-indane-2-carboxylic acid methyl ester hydrochloride in analogy to step 1 of example 15. The obtained product was dissolved in methanol (0.77 ml), potassium carbonate (2 mg) was added, and the mixture was stirred at room temperature for 30 min. The solvent was evaporated, the residue was partitioned between EA and a saturated sodium chloride solution, and the aqueous phase extracted with EA. The combined organic extracts were dr... Yields the product C(C1=CC=CC=C1)(C1=CC=CC=C1)OC(=O)NC1=NC(N(C=C1)CC(=O)N1CC(N(CC1)S(=O)(=O)C1=C(C=CC=C1)[N+](=O)[O-])=O)=O (4-{[4-N-(Benzhydryloxycarbonyl)-cytosin-1-yl]-acetyl}-1-(2-nitro-benzenesulfonyl)-piperazin-2-one). The solvent is C1CCOC1 (THF). The reactants are C(C1=CC=CC=C1)(C1=CC=CC=C1)OC(=O)NC1=NC(N(C=C1)CC(=O)N(CC(=O)O)CCNS(=O)(=O)C1=C(C=CC=C1)[N+](=O)[O-])=O (N-{[4-N-(benzhydryloxycarbonyl)-cytosin-1-yl]-acetyl}-N-[2-(2-nitro-benzenesulfonylamino)-ethyl]-glycine), CN1CCOCC1 (N-methylmorpholine), ClC(=O)OCC(C)C (isobutyl chloroformate). Isolated yield 77.3%. Run at temperature -20 celsius. Reported procedure: To a solution of N-{[4-N-(benzhydryloxycarbonyl)-cytosin-1-yl]-acetyl}-N-[2-(2-nitro-benzenesulfonylamino)-ethyl]-glycine (1.20 g, 1.8 mmol) in THF (24 mL) was added N-methylmorpholine (0.6 mL, 5.42 mmol) and then the mixture was cooled to −20° C. After stirring for 5 min at the same temperature, isobutyl chloroformate (0.30 mL, 2.31 mmol) was added to the reaction mixture. The resulting mixture was slowly warmed to 0° C. for 1 h. Then the reaction mixture was evaporated in vacuo and dissolved i... As a reaction SMILES: [CH:1]([O:14][C:15]([NH:17][C:18]1[CH:23]=[CH:22][N:21]([CH2:24][C:25]([N:27]([CH2:32][CH2:33][NH:34][S:35]([C:38]2[CH:43]=[CH:42][CH:41]=[CH:40][C:39]=2[N+:44]([O-:46])=[O:45])(=[O:37])=[O:36])[CH2:28][C:29]([OH:31])=O)=[O:26])[C:20](=[O:47])[N:19]=1)=[O:16])([C:8]1[CH:13]=[CH:12][CH:11]=[CH:10][CH:9]=1)[C:2]1[CH:7]=[CH:6][CH:5]=[CH:4][CH:3]=1.CN1CCOCC1.ClC(OCC(C)C)=O>C1COCC1>[CH:1]([O:14][C:15]([NH:17][C:18]1[CH:23]=[CH:22][N:21]([CH2:24][C:25]([N:27]2[CH2:32][CH2:33][N:34]([S:35]([C:38]3[CH:43]=[CH:42][CH:41]=[CH:40][C:39]=3[N+:44]([O-:46])=[O:45])(=[O:36])=[O:37])[C:29](=[O:31])[CH2:28]2)=[O:26])[C:20](=[O:47])[N:19]=1)=[O:16])([C:8]1[CH:9]=[CH:10][CH:11]=[CH:12][CH:13]=1)[C:2]1[CH:7]=[CH:6][CH:5]=[CH:4][CH:3]=1. Starting materials: [Na] (sodium), Cl.NC1=CC(=C(C(=O)NCCN(CC)CC)C=C1Cl)O (4-amino-5-chloro-N-[2-(diethylamino)ethyl]-2-hydroxybenzamide hydrochloride), ClCC(=O)C1=CC=CC=C1 (chloroacetophenone). The solvent is ice. Conditions: time 20 minute. Product: NC1=CC(=C(C(=O)NCCN(CC)CC)C=C1Cl)OCC(=O)C1=CC=CC=C1 (4-Amino-2-(2-phenyl-2-oxoethoxy)-5-chloro-N-[2-(diethylamino)ethyl]benzamid). Isolated yield 50.1%. As a reaction SMILES: [Na].Cl.[NH2:3][C:4]1[C:19]([Cl:20])=[CH:18][C:7]([C:8]([NH:10][CH2:11][CH2:12][N:13]([CH2:16][CH3:17])[CH2:14][CH3:15])=[O:9])=[C:6]([OH:21])[CH:5]=1.Cl[CH2:23][C:24]([C:26]1[CH:31]=[CH:30][CH:29]=[CH:28][CH:27]=1)=[O:25]>>[NH2:3][C:4]1[C:19]([Cl:20])=[CH:18][C:7]([C:8]([NH:10][CH2:11][CH2:12][N:13]([CH2:14][CH3:15])[CH2:16][CH3:17])=[O:9])=[C:6]([O:21][CH2:23][C:24]([C:26]2[CH:31]=[CH:30][CH:29]=[CH:28][CH:27]=2)=[O:25])[CH:5]=1 |f:1.2,^1:0|. Procedure details: To a stirred suspension of sodium hdride (320 mg of 60%, 8 mmoles, washed with n-pentane) in DMF (15 ml) was added 4-amino-5-chloro-N-[2-(diethylamino)ethyl]-2-hydroxybenzamide hydrochloride (1.289 g, 4 mmoles) and the mixture stirred for 20 minutes followed by addition of chloroacetophenone (619 mg, 4 mmoles). The mixture was stirred 4 hours, poured into ice-cold water (50 ml) whereupon a solid separated out. This was isolated by filtration, dried and recrystallized from methanol to give 810 mg...